From a dataset of the Open Reaction Database (ORD), a public repository of structured organic reaction records. describe an organic reaction: reactants, conditions, products, and yield As a reaction SMILES: [Cl:1][C:2]1[CH:7]=[CH:6][C:5]([S:8][CH2:9][CH2:10][OH:11])=[CH:4][CH:3]=1.[CH:12]1([C:15](Cl)=[O:16])[CH2:14][CH2:13]1.N1C=CC=CC=1>CCOCC>[CH:12]1([C:15]([O:11][CH2:10][CH2:9][S:8][C:5]2[CH:4]=[CH:3][C:2]([Cl:1])=[CH:7][CH:6]=2)=[O:16])[CH2:14][CH2:13]1. Conditions: time 8 hour. Yields the product C1(CC1)C(=O)OCCSC1=CC=C(C=C1)Cl (2-(4-chlorophenylthio)ethyl cyclopropanecarboxylate). Procedure: To a mixture of 1.88 g. 2-(4-chlorophenylthio)ethanol and 1.35 g. cyclopropylcarboxylic acid chloride in 50 ml. ether is added 2 equivalents pyridine. The reaction mixture is stirred overnight at room temperature and worked up as in Example 5 to yield 2-(4-chlorophenylthio)ethyl cyclopropanecarboxylate. Run in CCOCC (ether). Starting materials: ClC1=CC=C(C=C1)SCCO (2-(4-chlorophenylthio)ethanol), N1=CC=CC=C1 (pyridine), C1(CC1)C(=O)Cl (cyclopropylcarboxylic acid chloride). Starting materials: O=C([O-])[O-], C1COCCO1, CCCCCC, CN(C)c1ccc(CN)cc1, CC(C)(C)n1ncc(Cl)c(Cl)c1=O, Cl, Cl, [K+], [K+], O, c1ccccc1. The product is CN(C)c1ccc(CNc2cnn(C(C)(C)C)c(=O)c2Cl)cc1. Reaction SMILES: [C:27](=[O:28])([O-:29])[O-:30].[CH2:33]1[O:34][CH2:35][CH2:36][O:37][CH2:38]1.[CH3:39][CH2:40][CH2:41][CH2:42][CH2:43][CH3:44].[CH3:3][N:4]([c:5]1[cH:6][cH:7][c:8]([CH2:9][NH2:10])[cH:11][cH:12]1)[CH3:13].[Cl:14][c:15]1[c:16](=[O:26])[n:17]([C:22]([CH3:23])([CH3:24])[CH3:25])[n:18][cH:19][c:20]1[Cl:21].[ClH:1].[ClH:2].[K+:31].[K+:32].[OH2:51].[cH:45]1[cH:46][cH:47][cH:48][cH:49][cH:50]1>>[CH3:3][N:4]([c:5]1[cH:6][cH:7][c:8]([CH2:9][NH:10][c:20]2[c:15]([Cl:14])[c:16](=[O:26])[n:17]([C:22]([CH3:23])([CH3:24])[CH3:25])[n:18][cH:19]2)[cH:11][cH:12]1)[CH3:13].